This data is from the Open Reaction Database (ORD), a public repository of structured organic reaction records. The task is: describe an organic reaction: reactants, conditions, products, and yield Reactants: C(=O)(N1C=NC=C1)N1C=NC=C1 (carbonyldiimidazole), NC1=C(C=C(C=C1Cl)S(=O)(=O)NC(C(=O)N1CCC(CC1)C(=O)O)CC1=CC2=C(NC=N2)C=C1)Cl (4-amino-N-[1-(1H-benzimidazol-5-yl-methyl)-2-(4-carboxy-piperidin-1-yl)-2-oxo-ethyl]-3,5-dichloro-benzenesulphonamide), N (ammonia). The solvent is CN(C=O)C (dimethylformamide). Reaction conditions: time 12 hour. Yields the product NC1=C(C=C(C=C1Cl)S(=O)(=O)NC(C(=O)N1CCC(CC1)C(=O)N)CC1=CC2=C(NC=N2)C=C1)Cl (4-Amino-N-[1-(1H-benzimidazol-5-yl-methyl)-2-(4-aminocarbonyl-piperidin-1-yl)-2-oxo-ethyl]-3,5-dichlorobenzenesulphonamide). RXN SMILES: [NH2:1][C:2]1[C:7]([Cl:8])=[CH:6][C:5]([S:9]([NH:12][CH:13]([CH2:25][C:26]2[CH:34]=[CH:33][C:29]3[NH:30][CH:31]=[N:32][C:28]=3[CH:27]=2)[C:14]([N:16]2[CH2:21][CH2:20][CH:19]([C:22]([OH:24])=O)[CH2:18][CH2:17]2)=[O:15])(=[O:11])=[O:10])=[CH:4][C:3]=1[Cl:35].C(N1C=CN=C1)([N:38]1C=CN=C1)=O.N>CN(C)C=O>[NH2:1][C:2]1[C:3]([Cl:35])=[CH:4][C:5]([S:9]([NH:12][CH:13]([CH2:25][C:26]2[CH:34]=[CH:33][C:29]3[NH:30][CH:31]=[N:32][C:28]=3[CH:27]=2)[C:14]([N:16]2[CH2:17][CH2:18][CH:19]([C:22]([NH2:38])=[O:24])[CH2:20][CH2:21]2)=[O:15])(=[O:11])=[O:10])=[CH:6][C:7]=1[Cl:8]. Procedure: 540 mg (1 mMol) of 4-amino-N-[1-(1H-benzimidazol-5-yl-methyl)-2-(4-carboxy-piperidin-1-yl)-2-oxo-ethyl]-3,5-dichloro-benzenesulphonamide are dissolved in 10 ml of absolute dimethylformamide and combined, with stirring, with 180 mg (1.1 mMol) of carbonyldiimidazole. After about one hour 2 ml of ethanolic ammonia solution are added dropwise and the mixture is stirred for a further 12 hours. It is then evaporated down, the residue is mixed with water and extracted twice with ethyl acetate. The orga... Reactants: FC=1C(=NC=C(C1)Cl)C(=O)OCC (ethyl 3-fluoro-5-chloro-2-pyridinecarboxylate), [OH-].[Na+] (sodium hydroxide), ice water, Cl (hydrochloric acid). Solvent: CS(=O)C (dimethyl sulfoxide). Conditions: time 20 minute. Yields the product FC=1C(=NC=C(C1)Cl)C(=O)O (3-Fluoro-5-chloro-2-pyridinecarboxylic acid). As a reaction SMILES: [F:1][C:2]1[C:3]([C:9]([O:11]CC)=[O:10])=[N:4][CH:5]=[C:6]([Cl:8])[CH:7]=1.[OH-].[Na+].Cl>CS(C)=O>[F:1][C:2]1[C:3]([C:9]([OH:11])=[O:10])=[N:4][CH:5]=[C:6]([Cl:8])[CH:7]=1 |f:1.2|. Procedure details: 70 g of ethyl 3-fluoro-5-chloro-2-pyridinecarboxylate (Example H1) are initially introduced into 105 ml of dimethyl sulfoxide (DMSO). 230 ml of a 2N sodium hydroxide solution are added dropwise at 40° C. in the course of 30 minutes. The resulting yellow suspension is introduced into a mixture of 2 l of ice-water and 400 ml of 2N hydrochloric acid. After subsequently stirring for 20 minutes, the mixture is filtered and the material on the filter is washed twice with water. 56.4 g of the desired t... Reactants: C(C1=CC=CC=C1)OC(=O)N\C(\C(=O)OC)=C/C1=CC(=C(C=C1)OC)CNC(=O)OC(C)(C)C (methyl (Z)-2-[(benzyloxy)carbonyl]amino-3-(3-[(tert-butoxycarbonyl)amino]methyl-4-methoxyphenyl)-2-propenoate), [H][H] (hydrogen). The reagents and catalysts are [C].[Pd] (palladium-carbon). Solvent: CO (methanol). Yields the product NC(C(=O)OC)CC1=CC(=C(C=C1)OC)CNC(=O)OC(C)(C)C (methyl 2-amino-3-(3-[(tert-butoxycarbonyl)amino]methyl-4-methoxyphenyl)propanoate). Yield: 94.5%. As a reaction SMILES: C(OC([NH:11]/[C:12](=[CH:17]\[C:18]1[CH:23]=[CH:22][C:21]([O:24][CH3:25])=[C:20]([CH2:26][NH:27][C:28]([O:30][C:31]([CH3:34])([CH3:33])[CH3:32])=[O:29])[CH:19]=1)/[C:13]([O:15][CH3:16])=[O:14])=O)C1C=CC=CC=1.[H][H]>CO.[C].[Pd]>[NH2:11][CH:12]([CH2:17][C:18]1[CH:23]=[CH:22][C:21]([O:24][CH3:25])=[C:20]([CH2:26][NH:27][C:28]([O:30][C:31]([CH3:34])([CH3:33])[CH3:32])=[O:29])[CH:19]=1)[C:13]([O:15][CH3:16])=[O:14] |f:3.4|. Reported procedure: 5 g of methyl (Z)-2-[(benzyloxy)carbonyl]amino-3-(3-[(tert-butoxycarbonyl)amino]methyl-4-methoxyphenyl)-2-propenoate was dissolved in methanol. 0.7 g of 10% palladium-carbon was added thereto, followed by stirring for 16 hours in a hydrogen atmosphere. The reaction solution was filtered and evaporated. The residue was purified by silica gel column chromatography (ethyl acetate), to give 3.4 g of methyl 2-amino-3-(3-[(tert-butoxycarbonyl)amino]methyl-4-methoxyphenyl)propanoate was obtained. Reactants: [N+](=O)([O-])C1=CC=C(C=C1)C1=CSC=2N=CN=C(C21)N (5-(4-nitrophenyl)thieno[2,3-d]pyrimidin-4-amine), C(C)O (ethanol). Reagents/catalysts: [Fe] (iron). The solvent is C1CCOC1 (THF), O (water). Product: NC1=CC=C(C=C1)C1=CSC=2N=CN=C(C21)N (5-(4-aminophenyl)thieno[2,3-d]pyrimidin-4-amine). The yield is 97.4%. Reaction SMILES: [N+:1]([C:4]1[CH:9]=[CH:8][C:7]([C:10]2[C:18]3[C:17]([NH2:19])=[N:16][CH:15]=[N:14][C:13]=3[S:12][CH:11]=2)=[CH:6][CH:5]=1)([O-])=O.C(O)C>C1COCC1.O.[Fe]>[NH2:1][C:4]1[CH:5]=[CH:6][C:7]([C:10]2[C:18]3[C:17]([NH2:19])=[N:16][CH:15]=[N:14][C:13]=3[S:12][CH:11]=2)=[CH:8][CH:9]=1. Procedure: A suspension of Example 58C (0.5 g, 1.83 mmol) in THF (30 mL), water (15 mL), and ethanol (40 mL) was heated to 50° C., treated with iron powder (0.616 g, 11.02 mmol), heated to between 70 and 80° C. for two hours, and filtered while hot through diatomaceous earth (Celite®). The pad was washed with TBF (10 mL) and ethanol and the combined filtrates were concentrated. The residue was partitioned between water and ethyl acetate and the aqueous phase was extracted three times with ethyl acetate. Th... Run at time 2 hour. Reported procedure: A stirring solution of 5-(4-{[(2Z)-2-(5-ethylpyridin-2-yl)-2-(methoxyimino)ethyl]oxy}benzyl)-1,3-thiazolidine-2,4-dione (81 mg, 0.20 mmol; Supplier=Kalexsyn; Lot=1003-TTP-194) in 6M HCl (2 ml) and pyruvic acid (0.5 ml) was heated at 75° C. After 2 h at 75° C. HPLC showed reaction was complete. Neutralized with sat'd NaHCO3 and extracted with EtOAc. Extract dried (Na2SO4), filtered and evaporated in vacuo to give 45 mg (60%) pale yellow oil. 1H-NMR (DMSO-d6): δ12.02 (brs, 1H), 8.64 (s, 1H), 7.91 ... Run in Cl (HCl). Product: C(C)C=1C=CC(=NC1)C(COC1=CC=C(CC2C(NC(S2)=O)=O)C=C1)=O (5-(4-(2-(5-ethylpyridin-2-yl)-2-oxoethoxy)benzyl)thiazolidine-2,4-dione). As a reaction SMILES: [CH2:1]([C:3]1[CH:4]=[CH:5][C:6](/[C:9](=N/OC)/[CH2:10][O:11][C:12]2[CH:25]=[CH:24][C:15]([CH2:16][CH:17]3[S:21][C:20](=[O:22])[NH:19][C:18]3=[O:23])=[CH:14][CH:13]=2)=[N:7][CH:8]=1)[CH3:2].C(O)(=O)C(C)=[O:31]>Cl>[CH2:1]([C:3]1[CH:4]=[CH:5][C:6]([C:9](=[O:31])[CH2:10][O:11][C:12]2[CH:25]=[CH:24][C:15]([CH2:16][CH:17]3[S:21][C:20](=[O:22])[NH:19][C:18]3=[O:23])=[CH:14][CH:13]=2)=[N:7][CH:8]=1)[CH3:2]. Reactants: C(C)C=1C=CC(=NC1)/C(/COC1=CC=C(CC2C(NC(S2)=O)=O)C=C1)=N/OC (5-(4-{[(2Z)-2-(5-ethylpyridin-2-yl)-2-(methoxyimino)ethyl]oxy}benzyl)-1,3-thiazolidine-2,4-dione), C(C(=O)C)(=O)O (pyruvic acid). Starting materials: C1(CC=CC1)OC1=C(C=CC(=C1)F)[N+](=O)[O-] (2-(cyclopent-3-enyloxy)-4-fluoro-1-nitrobenzene), ClC=1C=C(C(=O)OO)C=CC1 (3-chloroperoxybenzoic acid). The solvent is C(Cl)Cl (methylene chloride), C(Cl)Cl (methylene chloride). Product: FC=1C=CC(=C(OC2CC3OC3C2)C1)[N+](=O)[O-] (3-(5-fluoro-2-nitrophenoxy)-6-oxabicyclo[3.1.0]hexane). As a reaction SMILES: [CH:1]1([O:6][C:7]2[CH:12]=[C:11]([F:13])[CH:10]=[CH:9][C:8]=2[N+:14]([O-:16])=[O:15])[CH2:5][CH:4]=[CH:3][CH2:2]1.ClC1C=C(C=CC=1)C(OO)=[O:22]>C(Cl)Cl>[F:13][C:11]1[CH:10]=[CH:9][C:8]([N+:14]([O-:16])=[O:15])=[C:7]([CH:12]=1)[O:6][CH:1]1[CH2:5][CH:4]2[CH:3]([O:22]2)[CH2:2]1. Procedure details: To 2-(cyclopent-3-enyloxy)-4-fluoro-1-nitrobenzene (2.05 g) in methylene chloride (45.0 ml) at 0° C. was added 3-chloroperoxybenzoic acid (2.95 g) and the mixture was allowed to warm to room temperature overnight. The reaction mixture was diluted with methylene chloride and washed with 10% aq. K2CO3. The organic layer was passed through a hydrophobic frit and solvent evaporated to give the desired product.